Dataset: the Open Reaction Database (ORD), a public repository of structured organic reaction records. Task: describe an organic reaction: reactants, conditions, products, and yield The reactants are OCC[C@@H]1OCCC2=C1C=CC(=C2)N2C(OCC2)=O (3-[(1S)-1-(2-hydroxyethyl)-3,4-dihydro-1H-2-benzopyran-6-yl]-1,3-oxazolidin-2-one), CS(=O)(=O)Cl (methanesulfonyl chloride), CS(=O)(=O)OCC[C@@H]1OCCC2=C1C=CC(=C2)C(=O)N (2-[(1S)-6-(aminocarbonyl)-3,4-dihydro-1H-2-benzopyran-1-yl]ethyl methanesulfonate). The product is CS(=O)(=O)OCC[C@@H]1OCCC2=C1C=CC(=C2)N2C(NCC2)=O (2-((1S)-6-(2-Oxo-imidazolidin-1-yl)-3,4-dihydro-1H-2-benzopyran-1-yl)ethyl methanesulfonate). As a reaction SMILES: [OH:1][CH2:2][CH2:3][C@H:4]1[C:9]2[CH:10]=[CH:11][C:12]([N:14]3[CH2:18][CH2:17][O:16][C:15]3=O)=[CH:13][C:8]=2[CH2:7][CH2:6][O:5]1.[CH3:20][S:21](Cl)(=[O:23])=[O:22].CS(OCC[C@H]1C2C=CC(C([NH2:44])=O)=CC=2CCO1)(=O)=O>>[CH3:20][S:21]([O:1][CH2:2][CH2:3][C@H:4]1[C:9]2[CH:10]=[CH:11][C:12]([N:14]3[CH2:18][CH2:17][NH:44][C:15]3=[O:16])=[CH:13][C:8]=2[CH2:7][CH2:6][O:5]1)(=[O:23])=[O:22]. Procedure: Prepared from 3-[(1S)-1-(2-hydroxyethyl)-3,4-dihydro-1H-2-benzopyran-6-yl]-1,3-oxazolidin-2-one and methanesulfonyl chloride, as described for the preparation of 2-[(1S)-6-(aminocarbonyl)-3,4-dihydro-1H-2-benzopyran-1-yl]ethyl methanesulfonate The product is N#CCc1nnc2n1-c1ccc(Cl)cc1C(c1ccccc1)=NC2. Starting materials: Clc1ccc2c(c1)C(c1ccccc1)=NCc1nnc(CBr)n1-2, CS(C)=O, N#C[K]. RXN SMILES: [Br:1][CH2:2][c:3]1[n:4][n:5][c:6]2[n:7]1-[c:8]1[c:9]([cH:19][c:20]([Cl:23])[cH:21][cH:22]1)[C:10]([c:13]1[cH:14][cH:15][cH:16][cH:17][cH:18]1)=[N:11][CH2:12]2.[CH3:27][S:28]([CH3:29])=[O:30].[K:24][C:25]#[N:26]>>[CH2:2]([c:3]1[n:4][n:5][c:6]2[n:7]1-[c:8]1[c:9]([cH:19][c:20]([Cl:23])[cH:21][cH:22]1)[C:10]([c:13]1[cH:14][cH:15][cH:16][cH:17][cH:18]1)=[N:11][CH2:12]2)[C:25]#[N:26]. The reactants are metal, [Mg] (magnesium), ClC1=CC=CC=C1 (chlorobenzene), C1(=CC=CC=C1)S(=O)C1=CC=CC=C1 (diphenyl sulfoxide), Cl (hydrochloric acid), C[Si](C)(C)Cl (trimethyl silyl chloride), 12-N. Run in O (water), O1CCCC1 (tetrahydrofurane), ClCCl (dichloromethane), C(C)OCC (diethyl ether), O (water). Conditions: time 30 minute. Yields the product [Cl-].C1(=CC=CC=C1)[S+](C1=CC=CC=C1)C1=CC=CC=C1 (triphenyl sulfonium chloride). As a reaction SMILES: [C:1]1([S:7]([C:9]2[CH:14]=[CH:13][CH:12]=[CH:11][CH:10]=2)=O)[CH:6]=[CH:5][CH:4]=[CH:3][CH:2]=1.C[Si]([Cl:19])(C)C.[Mg].Cl[C:22]1[CH:27]=[CH:26][CH:25]=[CH:24][CH:23]=1.Cl>C(OCC)C.O.O1CCCC1.ClCCl>[Cl-:19].[C:1]1([S+:7]([C:22]2[CH:27]=[CH:26][CH:25]=[CH:24][CH:23]=2)[C:9]2[CH:14]=[CH:13][CH:12]=[CH:11][CH:10]=2)[CH:6]=[CH:5][CH:4]=[CH:3][CH:2]=1 |f:9.10|. Reported procedure: Into 400 g of dichloromethane was dissolved 40 g (0.2 mole) of diphenyl sulfoxide, and the resulting solution was agitated under ice-cool. And then, 65 g (0.6 mole) of trimethyl silyl chloride was added dropwise at the temperature not exceeding 20° C., at which temperature the mixture was aged for 30 minutes. Thereafter, a Grignard agent prepared separately from 14.6 g (0.6 mole) of a metal magnesium, 67.5 g (0.6 mol) of chlorobenzene, and 168 g of tetrahydrofurane (THF) was added dropwise into ... Conditions: temperature 120 celsius. Procedure details: Under nitrogen, N-(3-bromo-2,6-dimethylthieno[2,3-b]pyridin-4-yl)-3-chlorobenzenesulfonamide (Example 61) (85 mg, 0.197 mmol) was dissolved in 1,4-dioxane (1.5 mL) and water (0.5 mL). (3-Methylphenyl)boronic acid (40.1 mg, 0.295 mmol), tetrakis(triphenylphosphine)palladium(0) (22.75 mg, 0.020 mmol) and potassium carbonate (54.4 mg, 0.394 mmol) were then added and the mixture heated in a microwave at 120° C. for 15 min. Ethyl acetate (10 mL) was added and the mixture washed with water (2×5 mL). T... Reagents/catalysts: C=1C=CC(=CC1)[P](C=2C=CC=CC2)(C=3C=CC=CC3)[Pd]([P](C=4C=CC=CC4)(C=5C=CC=CC5)C=6C=CC=CC6)([P](C=7C=CC=CC7)(C=8C=CC=CC8)C=9C=CC=CC9)[P](C=1C=CC=CC1)(C=1C=CC=CC1)C=1C=CC=CC1 (tetrakis(triphenylphosphine)palladium(0)). Isolated yield 67.1%. Yields the product ClC=1C=C(C=CC1)S(=O)(=O)NC1=C2C(=NC(=C1)C)SC(=C2C2=CC(=CC=C2)C)C (3-Chloro-N-[2,6-dimethyl-3-(3-methylphenyl)thieno[2,3-b]pyridin-4-yl]benzenesulfonamide). The solvent is O1CCOCC1 (1,4-dioxane), O (water). As a reaction SMILES: Br[C:2]1[C:10]2[C:5](=[N:6][C:7]([CH3:22])=[CH:8][C:9]=2[NH:11][S:12]([C:15]2[CH:20]=[CH:19][CH:18]=[C:17]([Cl:21])[CH:16]=2)(=[O:14])=[O:13])[S:4][C:3]=1[CH3:23].[CH3:24][C:25]1[CH:26]=[C:27](B(O)O)[CH:28]=[CH:29][CH:30]=1.C(=O)([O-])[O-].[K+].[K+].C(OCC)(=O)C>O1CCOCC1.O.C1C=CC([P]([Pd]([P](C2C=CC=CC=2)(C2C=CC=CC=2)C2C=CC=CC=2)([P](C2C=CC=CC=2)(C2C=CC=CC=2)C2C=CC=CC=2)[P](C2C=CC=CC=2)(C2C=CC=CC=2)C2C=CC=CC=2)(C2C=CC=CC=2)C2C=CC=CC=2)=CC=1>[Cl:21][C:17]1[CH:16]=[C:15]([S:12]([NH:11][C:9]2[CH:8]=[C:7]([CH3:22])[N:6]=[C:5]3[S:4][C:3]([CH3:23])=[C:2]([C:29]4[CH:28]=[CH:27][CH:26]=[C:25]([CH3:24])[CH:30]=4)[C:10]=23)(=[O:14])=[O:13])[CH:20]=[CH:19][CH:18]=1 |f:2.3.4,^1:56,58,77,96|. Reactants: C(C)(=O)OCC (Ethyl acetate), BrC1=C(SC2=NC(=CC(=C21)NS(=O)(=O)C2=CC(=CC=C2)Cl)C)C (N-(3-bromo-2,6-dimethylthieno[2,3-b]pyridin-4-yl)-3-chlorobenzenesulfonamide), CC=1C=C(C=CC1)B(O)O ((3-Methylphenyl)boronic acid), C([O-])([O-])=O.[K+].[K+] (potassium carbonate). Reactants: Cl (hydrochloric acid), C1(=CC=CC=C1)C1=CC=CC=C1 (biphenyl), [Cl-].[Cl-].[Cl-].[Al+3] (aluminium trichloride), CC(CC(=O)Cl)CC ((+)-3-methylpentanoylchloride). Run in O (water), [N+](=O)([O-])C1=CC=CC=C1 (nitrobenzene). Reaction conditions: temperature -7 celsius, time 18 hour. The product is CC(CC(=O)C1=CC=C(C=C1)C1=CC=CC=C1)CC ((+) -4-(3'-methylpentanoyl)biphenyl). Reaction SMILES: [C:1]1([C:7]2[CH:12]=[CH:11][CH:10]=[CH:9][CH:8]=2)[CH:6]=[CH:5][CH:4]=[CH:3][CH:2]=1.[Cl-].[Cl-].[Cl-].[Al+3].[CH3:17][CH:18]([CH2:23][CH3:24])[CH2:19][C:20](Cl)=[O:21].Cl>[N+](C1C=CC=CC=1)([O-])=O.O>[CH3:17][CH:18]([CH2:23][CH3:24])[CH2:19][C:20]([C:4]1[CH:5]=[CH:6][C:1]([C:7]2[CH:8]=[CH:9][CH:10]=[CH:11][CH:12]=2)=[CH:2][CH:3]=1)=[O:21] |f:1.2.3.4|. Procedure details: To commercially available biphenyl (0.08 mole) and anhydrous aluminium trichloride (0.1 mole) dissolved in dry nitrobenzene (90ml), (+)-3-methylpentanoylchloride (0.1mole) the preparation of which is known and described in United Kingdom Patent Application No. 36211/75), is added in drops, the temperature being maintained at about -7° C. during the addition. The mixture is then stirred for about 18 hr. with cooling in an ice bath. It is then poured onto a mixture of ice, water and concentrated h... Starting materials: [C@@H]1(C[C@H](O)[C@@H](CO)O1)N1C(=O)NC(=O)C(C)=C1 (Thymidine), COC1=CC=C(C(C2=CC=C(C=C2)OC)(C2=CC=CC=C2)Cl)C=C1 (4,4′-Dimethoxytrityl chloride). Run in N1=CC=CC=C1 (pyridine). Reaction conditions: time 2 hour. Yields the product COC1=CC=C(C(C2=CC=C(C=C2)OC)(C2=CC=CC=C2)OC[C@@H]2[C@H](C[C@@H](O2)N2C(=O)NC(=O)C(C)=C2)O)C=C1 (5′-O-(4,4′-Dimethoxytrityl)thymidine), 5′-DMTr. RXN SMILES: [C@@H:1]1([N:9]2[CH:17]=[C:15]([CH3:16])[C:13](=[O:14])[NH:12][C:10]2=[O:11])[O:8][C@H:5]([CH2:6][OH:7])[C@@H:3]([OH:4])[CH2:2]1.[CH3:18][O:19][C:20]1[CH:41]=[CH:40][C:23]([C:24](Cl)([C:33]2[CH:38]=[CH:37][CH:36]=[CH:35][CH:34]=2)[C:25]2[CH:30]=[CH:29][C:28]([O:31][CH3:32])=[CH:27][CH:26]=2)=[CH:22][CH:21]=1>N1C=CC=CC=1>[CH3:32][O:31][C:28]1[CH:27]=[CH:26][C:25]([C:24]([O:7][CH2:6][C@H:5]2[O:8][C@@H:1]([N:9]3[CH:17]=[C:15]([CH3:16])[C:13](=[O:14])[NH:12][C:10]3=[O:11])[CH2:2][C@@H:3]2[OH:4])([C:33]2[CH:34]=[CH:35][CH:36]=[CH:37][CH:38]=2)[C:23]2[CH:40]=[CH:41][C:20]([O:19][CH3:18])=[CH:21][CH:22]=2)=[CH:30][CH:29]=1. Procedure details: Thymidine (1.918 g, 8.0 mmol) was dried under reduced pressure for a while, pyridine was then added in an argon atmosphere, and the mixture was stirred. 4,4′-Dimethoxytrityl chloride (DMTr-Cl) was added at 0° C., and the mixture was allowed to return to room temperature over about 2 hours with stirring. After confirmation of completion of the reaction by TLC, the reaction was quenched with water. This solution was concentrated under reduced pressure, the concentrate was dissolved in dichlorometh... RXN SMILES: [CH2:33]1[CH2:34][O:35][CH2:36][CH2:37][NH:38]1.[CH:39]([N:40]([CH2:41][CH3:42])[CH:43]([CH3:44])[CH3:45])([CH3:46])[CH3:47].[Cl:48][CH2:49][Cl:50].[F:1][c:2]1[cH:3][c:4]([N:8]2[CH:9]([c:13]3[cH:14][c:15]([C:30](=[O:31])[OH:32])[cH:16][c:17]4[c:18](=[O:29])[cH:19][c:20]([N:23]5[CH2:24][CH2:25][O:26][CH2:27][CH2:28]5)[o:21][c:22]34)[CH2:10][CH2:11][CH2:12]2)[cH:5][cH:6][cH:7]1>>[F:1][c:2]1[cH:3][c:4]([N:8]2[CH:9]([c:13]3[cH:14][c:15]([C:30](=[O:31])[N:38]4[CH2:33][CH2:34][O:35][CH2:36][CH2:37]4)[cH:16][c:17]4[c:18](=[O:29])[cH:19][c:20]([N:23]5[CH2:24][CH2:25][O:26][CH2:27][CH2:28]5)[o:21][c:22]34)[CH2:10][CH2:11][CH2:12]2)[cH:5][cH:6][cH:7]1. The reactants are C1COCCN1, CCN(C(C)C)C(C)C, ClCCl, O=C(O)c1cc(C2CCCN2c2cccc(F)c2)c2oc(N3CCOCC3)cc(=O)c2c1. The product is O=C(c1cc(C2CCCN2c2cccc(F)c2)c2oc(N3CCOCC3)cc(=O)c2c1)N1CCOCC1. Starting materials: C(C[*:2])[*:1] (polyethylene), [H][H] (hydrogen), C(=CC(C)=C)[Al] (isoprenylaluminum), C=C (ethene), trans-butene-2, cis-butene-2, CCCC (butane), CCC=C (butene-1), C=C (ethene), 21. Reagents/catalysts: [Cl-].[Cl-].[Cl-].[Ti+3] (titanium trichloride). The product is 11.1, C=C (ethene), CCC=C (butene-1), C/C=C/C (butene-2). RXN SMILES: [CH:1]([Al])=[CH:2]C(=C)C.C=C.[CH3:9][CH2:10][CH2:11][CH3:12].[CH3:13][CH2:14][CH:15]=[CH2:16].[H][H]>[Cl-].[Cl-].[Cl-].[Ti+3]>[CH2:1]=[CH2:2].[CH3:12][CH2:11][CH:10]=[CH2:9].[CH3:13]/[CH:14]=[CH:15]/[CH3:16] |f:5.6.7.8,^3:1|. Procedure details: With the aid of a mixed catalyst of 0.0015 part by weight of this titanium trichloride catalyst and 0.016 part by weight of isoprenylaluminum, 11.5 parts by weight of ethene is first polymerized for 1/2 hour under a pressure of 7-8 atmospheres gauge in 15 parts by weight of a C4 -cut containing 38.4% trans-butene-2, 28.8% cis-butene-2, 32.5% butane and 0.3% butene-1 at a temperature of 50° C. Thereafter, 0.002 part by weight of hydrogen is added thereto. Under a total pressure of 8-10 atm. gauge...